Dataset: the Open Reaction Database (ORD), a public repository of structured organic reaction records. Task: describe an organic reaction: reactants, conditions, products, and yield Product: COC(OC)C(O)(Cc1ccc(Cl)cc1Cl)c1cccnc1. As a reaction SMILES: [Br:29][c:30]1[cH:31][n:32][cH:33][cH:34][cH:35]1.[CH2:24]([Li:25])[CH2:26][CH2:27][CH3:28].[CH3:1][O:2][CH:3]([C:4]([CH2:5][c:6]1[c:7]([Cl:13])[cH:8][c:9]([Cl:12])[cH:10][cH:11]1)=[O:14])[O:15][CH3:16].[CH3:36][CH2:37][O:38][CH2:39][CH3:40].[CH:42]([OH:43])([CH3:44])[CH3:45].[OH2:41].[n:17]1[cH:18][c:19]([Li:23])[cH:20][cH:21][cH:22]1>>[CH3:1][O:2][CH:3]([C:4]([CH2:5][c:6]1[c:7]([Cl:13])[cH:8][c:9]([Cl:12])[cH:10][cH:11]1)([OH:14])[c:19]1[cH:18][n:17][cH:22][cH:21][cH:20]1)[O:15][CH3:16]. The reactants are Brc1cccnc1, [Li]CCCC, COC(OC)C(=O)Cc1ccc(Cl)cc1Cl, CCOCC, CC(C)O, O, [Li]c1cccnc1. Reactants: ClC1=NC=C(C=N1)NC(=O)C=1C=C(C=CC1C)NC(C1=C(C(=CC=C1)C(F)(F)F)C)=O (N-(3-(((2-chloro-5-pyrimidinyl)amino)carbonyl)-4-methylphenyl)-2-methyl-3-(trifluoromethyl)benzamide), N1=CC(=CC=C1)N (pyridin-3-amine), FC(C(=O)O)(F)F (Trifluoroacetic acid), NC1=CC=CC=C1 (aniline), C(=O)(C(F)(F)F)O (TFA). Run in CC(C)O (IPA). Conditions: temperature 140 celsius. Product: CC1=C(C(=O)NC2=CC(=C(C=C2)C)C(=O)NC=2C=NC(=NC2)NC=2C=NC=CC2)C=CC=C1C(F)(F)F (2-methyl-N-(4-methyl-3-(((2-(3-pyridinylamino)-5-pyrimidinyl)amino)carbonyl)phenyl)-3-(trifluoromethyl)benzamide). As a reaction SMILES: Cl[C:2]1[N:7]=[CH:6][C:5]([NH:8][C:9]([C:11]2[CH:12]=[C:13]([NH:18][C:19](=[O:31])[C:20]3[CH:25]=[CH:24][CH:23]=[C:22]([C:26]([F:29])([F:28])[F:27])[C:21]=3[CH3:30])[CH:14]=[CH:15][C:16]=2[CH3:17])=[O:10])=[CH:4][N:3]=1.[N:32]1[CH:37]=[CH:36][CH:35]=[C:34]([NH2:38])[CH:33]=1.FC(F)(F)C(O)=O.NC1C=CC=CC=1>CC(O)C>[CH3:30][C:21]1[C:22]([C:26]([F:29])([F:28])[F:27])=[CH:23][CH:24]=[CH:25][C:20]=1[C:19]([NH:18][C:13]1[CH:14]=[CH:15][C:16]([CH3:17])=[C:11]([C:9]([NH:8][C:5]2[CH:4]=[N:3][C:2]([NH:38][C:34]3[CH:33]=[N:32][CH:37]=[CH:36][CH:35]=3)=[N:7][CH:6]=2)=[O:10])[CH:12]=1)=[O:31]. Procedure: A small microwave reaction vessel was charged with N-(3-(((2-chloro-5-pyrimidinyl)amino)carbonyl)-4-methylphenyl)-2-methyl-3-(trifluoromethyl)benzamide 19 (0.100 g, 0.22 mmol), and pyridin-3-amine (0.10 g, 1.1 mmol) in IPA (1.0 mL). Trifluoroacetic acid (0.034 ml, 0.45 mmol) was added and the vessel was sealed. The reaction mixture was stirred and heated in a Smith Synthesizer® microwave reactor (Personal Chemistry, Inc., Upssala, Sweden) at 140° C. for 10 min. Monitored the reaction by LCMS and...